From a dataset of the Open Reaction Database (ORD), a public repository of structured organic reaction records. describe an organic reaction: reactants, conditions, products, and yield Reactants: COS(=O)(=O)OC, CC(C)=O, ClCCl, [K+], [K+], O=C([O-])[O-], COc1c(O)cn2ncc(C#N)c(Nc3ccc(Oc4ccccc4)cc3)c12. Product: COc1cn2ncc(C#N)c(Nc3ccc(Oc4ccccc4)cc3)c2c1OC. RXN SMILES: [CH3:29][O:30][S:31]([O:32][CH3:33])(=[O:34])=[O:35].[CH3:45][C:46](=[O:47])[CH3:48].[Cl:42][CH2:43][Cl:44].[K+:36].[K+:37].[O-:38][C:39]([O-:40])=[O:41].[OH:1][c:2]1[c:3]([O:27][CH3:28])[c:4]2[n:5]([n:6][cH:7][c:8]([C:24]#[N:25])[c:9]2[NH:10][c:11]2[cH:12][cH:13][c:14]([O:17][c:18]3[cH:19][cH:20][cH:21][cH:22][cH:23]3)[cH:15][cH:16]2)[cH:26]1>>[O:1]([c:2]1[c:3]([O:27][CH3:28])[c:4]2[n:5]([n:6][cH:7][c:8]([C:24]#[N:25])[c:9]2[NH:10][c:11]2[cH:12][cH:13][c:14]([O:17][c:18]3[cH:19][cH:20][cH:21][cH:22][cH:23]3)[cH:15][cH:16]2)[cH:26]1)[CH3:29]. The reactants are pivaloyl ester, C([O-])([O-])=O.[K+].[K+] (potassium carbonate), CC(C(=O)OC1=CC(=CC=C1)C(=C1C2CC3CC(CC1C3)(C2)Cl)OC)(C)C (3-(methoxy-5-chlorotricyclo[3.3.1.13,7 ]dec-2-ylidenemethyl)phenyl trimethylacetate). Run in CO (methanol). Product: COC(C=1C=C(C=CC1)O)=C1C2CC3CC(CC1C3)(C2)Cl (3-(methoxy-5-chlorotricyclo[3.3.1.13,7 ]dec-2-ylidenemethyl) phenol). The yield is 88.0%. RXN SMILES: C(=O)([O-])[O-].[K+].[K+].CC(C)(C)C([O:11][C:12]1[CH:17]=[CH:16][CH:15]=[C:14]([C:18]([O:30][CH3:31])=[C:19]2[CH:26]3[CH2:27][CH:22]4[CH2:23][C:24]([Cl:29])([CH2:28][CH:20]2[CH2:21]4)[CH2:25]3)[CH:13]=1)=O>CO>[CH3:31][O:30][C:18](=[C:19]1[CH:20]2[CH2:21][CH:22]3[CH2:23][C:24]([Cl:29])([CH2:25][CH:26]1[CH2:27]3)[CH2:28]2)[C:14]1[CH:13]=[C:12]([OH:11])[CH:17]=[CH:16][CH:15]=1 |f:0.1.2|. Reported procedure: The combined pivaloyl ester fractions (5.5 g, 14.1 mmol) were taken up in 40 ml of methanol and refluxed with 5.37 g of anhydrous potassium carbonate for 40 minutes. The residue remaining after the methanol was stripped off was partitioned between water and 30% ethyl acetate-hexanes, and the organic fractions were concentrated and plug filtered on a short silica gel column to give 4.07 g (88% yield based on 5-chloroadamantan-2-one) of 3-(methoxy-5-chlorotricyclo[3.3.1.13,7 ]dec-2-ylidenemethyl) ... The reactants are [H-].[Al+3].[Li+].[H-].[H-].[H-] (lithium aluminum hydride), N (ammonia), C(C(O)C(O)C(=O)O)(=O)O (tartaric acid), C(C)N(C(=O)N[C@@H]1CN([C@@H]2CC3=C(NC4=CC=CC([C@H]2C1)=C34)C=O)C)CC (1,1-diethyl-3-(6-methyl-2-formyl-8α-ergolinyl)urea), Cl (hydrochloric acid). Solvent: O1CCCC1 (tetrahydrofuran), O1CCCC1 (tetrahydrofuran), C(C)(=O)OCC (ethyl acetate). Run at time 4 hour. Product: C(C)N(C(=O)N[C@@H]1CN([C@@H]2CC3=C(NC4=CC=CC([C@H]2C1)=C34)CO)C)CC (1,1-diethyl-3-(6-methyl-2-hydroxymethyl-8α-ergolinyl)urea). Isolated yield 63.4%. As a reaction SMILES: [H-].[Al+3].[Li+].[H-].[H-].[H-].[CH2:7]([N:9]([CH2:32][CH3:33])[C:10]([NH:12][C@H:13]1[CH2:27][C@H:26]2[C@@H:16]([CH2:17][C:18]3[C:28]4[C:21](=[CH:22][CH:23]=[CH:24][C:25]2=4)[NH:20][C:19]=3[CH:29]=[O:30])[N:15]([CH3:31])[CH2:14]1)=[O:11])[CH3:8].Cl.C(O)(=O)C(C(C(O)=O)O)O.N>C(OCC)(=O)C.O1CCCC1>[CH2:32]([N:9]([CH2:7][CH3:8])[C:10]([NH:12][C@H:13]1[CH2:27][C@H:26]2[C@@H:16]([CH2:17][C:18]3[C:28]4[C:21](=[CH:22][CH:23]=[CH:24][C:25]2=4)[NH:20][C:19]=3[CH2:29][OH:30])[N:15]([CH3:31])[CH2:14]1)=[O:11])[CH3:33] |f:0.1.2.3.4.5|. Procedure: Under argon, 320 mg (8 mmol) of lithium aluminum hydride is suspended in 20 ml of absolute, freshly distilled tetrahydrofuran. At room temperature, a solution of 1.40 g (4 mmol) of 1,1-diethyl-3-(6-methyl-2-formyl-8α-ergolinyl)urea in 40 ml of freshly distilled, absolute tetrahydrofuran is added dropwise. Then the mixture is stirred for 11/4 hours at room temperature. The batch is then cooled in an ice bath and combined with 20 ml of 1N hydrochloric acid. To this mixture is added 20 ml of 2N tar... Reactants: CC(C)=O, [K+], O=[Mn](=O)(=O)[O-], [Na+], [Na+], COc1ccc2nccc(C(=O)CCC3CCN(C(=O)OC(C)(C)C)CC3CC=O)c2c1, O, O=S([O-])[O-]. The product is COc1ccc2nccc(C(=O)CCC3CCN(C(=O)OC(C)(C)C)CC3CC(=O)O)c2c1. RXN SMILES: [CH3:46][C:47](=[O:48])[CH3:49].[K+:6].[Mn:1]([O-:2])(=[O:3])(=[O:4])=[O:5].[Na+:43].[Na+:44].[O:7]=[C:8]([CH2:9][CH2:10][CH:11]1[CH:12]([CH2:24][CH:25]=[O:26])[CH2:13][N:14]([C:17](=[O:18])[O:19][C:20]([CH3:21])([CH3:22])[CH3:23])[CH2:15][CH2:16]1)[c:27]1[cH:28][cH:29][n:30][c:31]2[cH:32][cH:33][c:34]([O:37][CH3:38])[cH:35][c:36]12.[OH2:45].[S:39](=[O:40])([O-:41])[O-:42]>>[O:7]=[C:8]([CH2:9][CH2:10][CH:11]1[CH:12]([CH2:24][C:25](=[O:26])[OH:40])[CH2:13][N:14]([C:17](=[O:18])[O:19][C:20]([CH3:21])([CH3:22])[CH3:23])[CH2:15][CH2:16]1)[c:27]1[cH:28][cH:29][n:30][c:31]2[cH:32][cH:33][c:34]([O:37][CH3:38])[cH:35][c:36]12. The reactants are [Br-].[Li+] (lithium bromide), ClCCCC#CC1=CC=C(C=C1)NC(C(F)(F)F)=O (N-(4-(5-chloropent-1-ynyl)phenyl)-2,2,2-trifluoroacetamide), FC(C(=O)NC1=CC=C(C=C1)C#CCCCCO)(F)F (2,2,2-trifluoro-N-(4-(6-hydroxyhex-1-yn-1-yl)phenyl)acetamide), [Br-].[Li+] (lithium bromide), ClCCCC#C (5-chloropentyne). Run in CCC(CC)=O (3-pentanone). Product: BrCCCC#CC1=CC=C(C=C1)NC(C(F)(F)F)=O (N-(4-(5-bromopent-1-yn-1-yl)phenyl)-2,2,2-trifluoroacetamide). RXN SMILES: Cl[CH2:2][CH2:3][CH2:4][C:5]#[C:6][C:7]1[CH:12]=[CH:11][C:10]([NH:13][C:14](=[O:19])[C:15]([F:18])([F:17])[F:16])=[CH:9][CH:8]=1.FC(F)(F)C(NC1C=CC(C#CCCCCO)=CC=1)=O.ClCCCC#C.[Br-:46].[Li+]>CCC(=O)CC>[Br:46][CH2:2][CH2:3][CH2:4][C:5]#[C:6][C:7]1[CH:12]=[CH:11][C:10]([NH:13][C:14](=[O:19])[C:15]([F:18])([F:17])[F:16])=[CH:9][CH:8]=1 |f:3.4|. Procedure: A solution of N-(4-(5-chloropent-1-ynyl)phenyl)-2,2,2-trifluoroacetamide (10 mmol, prepared analogously to Intermediate 39, employing 5-chloropentyne in place of 5-hexyn-1-ol) in 3-pentanone (200 mL) was treated with lithium bromide (10 eq, 100 mmol). The mixture was heated to reflux for 16 hours, followed by concentration to dryness under reduced pressure. The residue was taken up in ethyl acetate and washed with water. The concentrated organic phase was taken up again in 3-pentanone (200 mL) a... The yield is 53.0%. RXN SMILES: N[C:2]1[C:11]([C:12]2[CH:13]=[N:14][CH:15]=[CH:16][C:17]=2[C:18](=[O:26])[N:19](C(C)C)C(C)C)=[CH:10][CH:9]=[CH:8][C:3]=1[C:4]([O:6][CH3:7])=[O:5].C[Si]([N-][Si](C)(C)C)(C)C.[Na+]>C1COCC1>[O:26]=[C:18]1[C:17]2[C:12](=[CH:13][N:14]=[CH:15][CH:16]=2)[C:11]2=[CH:10][CH:9]=[CH:8][C:3]([C:4]([O:6][CH3:7])=[O:5])=[C:2]2[NH:19]1 |f:1.2|. The solvent is C1CCOC1 (THF). Reactants: NC1=C(C(=O)OC)C=CC=C1C=1C=NC=CC1C(N(C(C)C)C(C)C)=O (Methyl 2-amino-3-(4-(diisopropylcarbamoyl)pyridin-3-yl)benzoate), C[Si](C)(C)[N-][Si](C)(C)C.[Na+] (NaHMDS). Conditions: time 1 hour. Procedure: Methyl 2-amino-3-(4-(diisopropylcarbamoyl)pyridin-3-yl)benzoate (1.0 eq, 244 mg, 0.686 mmol) was dissolved under nitrogen atmosphere in anhydrous THF (1.5 ml). A NaHMDS solution (1.0 M in THF, 2.0 eq, 1.4 ml, 1.4 mmol) was added dropwise through syringe. The resulting suspension was stirred at room temperature for 1 hour. The reaction was quenched by addition of a saturated aqueous solution of ammonium chloride. The solid that formed was filtered and dried. After trituration in methanol and filt... Product: O=C1NC=2C(C3=CN=CC=C13)=CC=CC2C(=O)OC (methyl 5-oxo-5,6-dihydrobenzo[c][2,6]naphthyridine-7-carboxylate), solid. Reactants: Cl.Cl.C(C1=CC=CC=C1)OC1=CC(=C2C(=NC=NC2=C1)NC1=C2C(=CC=C1Cl)OCO2)OC2CCN(CC2)C(=O)OC(C)(C)C (7-benzyloxy-5-[N-(tert-butoxycarbonyl)piperidin-4-yloxy]-4-(6-chloro-2,3-methylenedioxyanilino)quinazoline dihydrochloride), FC(C(=O)O)(F)F (trifluoroacetic acid). Reaction conditions: temperature 80 celsius. Product: ClC1=CC=C2C(=C1NC1=NC=NC3=CC(=CC(=C13)OC1CCNCC1)O)OCO2 (4-(6-chloro-2,3-methylenedioxyanilino)-7-hydroxy-5-piperidin-4-yloxyquinazoline). Isolated yield 78.2%. As a reaction SMILES: Cl.Cl.C([O:10][C:11]1[CH:20]=[C:19]2[C:14]([C:15]([NH:21][C:22]3[C:27]([Cl:28])=[CH:26][CH:25]=[C:24]4[O:29][CH2:30][O:31][C:23]=34)=[N:16][CH:17]=[N:18]2)=[C:13]([O:32][CH:33]2[CH2:38][CH2:37][N:36](C(OC(C)(C)C)=O)[CH2:35][CH2:34]2)[CH:12]=1)C1C=CC=CC=1.FC(F)(F)C(O)=O>>[Cl:28][C:27]1[C:22]([NH:21][C:15]2[C:14]3[C:19](=[CH:20][C:11]([OH:10])=[CH:12][C:13]=3[O:32][CH:33]3[CH2:34][CH2:35][NH:36][CH2:37][CH2:38]3)[N:18]=[CH:17][N:16]=2)=[C:23]2[O:31][CH2:30][O:29][C:24]2=[CH:25][CH:26]=1 |f:0.1.2|. Reported procedure: A mixture of 7-benzyloxy-5-[N-(tert-butoxycarbonyl)piperidin-4-yloxy]-4-(6-chloro-2,3-methylenedioxyanilino)quinazoline dihydrochloride (2.3 g) and trifluoroacetic acid (28 ml) was stirred and heated to 80° C. for 6 hours. The mixture was evaporated and the residue was dissolved in water and the solution was basified to pH10 by the addition of 1N aqueous sodium hydroxide solution. The mixture was stirred at ambient temperature for 1 hour. The solid was isolated, washed with water and dried under...